Dataset: the Open Reaction Database (ORD), a public repository of structured organic reaction records. Task: describe an organic reaction: reactants, conditions, products, and yield The reactants are O=C(OC(Cl)(Cl)Cl)OC(Cl)(Cl)Cl, ClCCl, Cl, c1ccc(C2CCNCC2)cc1, c1ccncc1. Yields the product O=C(Cl)N1CCC(c2ccccc2)CC1. As a reaction SMILES: [Cl:1][C:2]([Cl:3])([O:4][C:5](=[O:6])[O:7][C:8]([Cl:9])([Cl:10])[Cl:11])[Cl:12].[Cl:32][CH2:33][Cl:34].[ClH:31].[c:19]1([CH:25]2[CH2:26][CH2:27][NH:28][CH2:29][CH2:30]2)[cH:20][cH:21][cH:22][cH:23][cH:24]1.[cH:13]1[cH:14][cH:15][n:16][cH:17][cH:18]1>>[Cl:1][C:2](=[O:4])[N:28]1[CH2:27][CH2:26][CH:25]([c:19]2[cH:20][cH:21][cH:22][cH:23][cH:24]2)[CH2:30][CH2:29]1. Reactants: ClC(=C(Cl)Cl)C=1C=C(CBr)C=C(C1)C(=C(Cl)Cl)Cl (3,5-di(trichlorovinyl)benzyl bromide), [N-]=[N+]=[N-].[Na+] (sodium azide). The solvent is C(C)O (ethanol). Yields the product ClC(=C(Cl)Cl)C=1C=C(CN=[N+]=[N-])C=C(C1)C(=C(Cl)Cl)Cl (3,5-Di(trichlorovinyl)benzyl azide). Yield: 97.6%. Reaction SMILES: [Cl:1][C:2]([C:6]1[CH:7]=[C:8]([CH:11]=[C:12]([C:14]([Cl:18])=[C:15]([Cl:17])[Cl:16])[CH:13]=1)[CH2:9]Br)=[C:3]([Cl:5])[Cl:4].[N-:19]=[N+:20]=[N-:21].[Na+]>C(O)C>[Cl:1][C:2]([C:6]1[CH:7]=[C:8]([CH:11]=[C:12]([C:14]([Cl:18])=[C:15]([Cl:17])[Cl:16])[CH:13]=1)[CH2:9][N:19]=[N+:20]=[N-:21])=[C:3]([Cl:5])[Cl:4] |f:1.2|. Procedure details: A solution of crude 3,5-di(trichlorovinyl)benzyl bromide (7.9 g) and sodium azide (1.9 g) in 200 ml of ethanol was heated at reflux for 1.5 hours. The reaction mixture was concentrated and the residue partitioned between 100 ml of ether and 100 ml of water. The layers were separated and the aqueous phase further extracted with ether. The ethereal layers were washed with water, dried with MgSO4, and concentrated to give 7.03 g of an oil. This material was chromatographed on silica gel (hexane the... Reactants: [BH4-], CO, COC(=O)C1CC(=O)N(C)C1c1ccccc1, [Na+], O. Product: CN1C(=O)CC(CO)C1c1ccccc1. RXN SMILES: [BH4-:1].[CH3:3][OH:4].[CH3:5][N:6]1[CH:7]([c:16]2[cH:17][cH:18][cH:19][cH:20][cH:21]2)[CH:8]([C:12](=[O:13])[O:14][CH3:15])[CH2:9][C:10]1=[O:11].[Na+:2].[OH2:22]>>[CH3:5][N:6]1[CH:7]([c:16]2[cH:17][cH:18][cH:19][cH:20][cH:21]2)[CH:8]([CH2:12][OH:13])[CH2:9][C:10]1=[O:11]. Starting materials: CC(C)(C)OC(=O)/N=N/C(=O)OC(C)(C)C (Di-tert-butylazodicarboxylate), ClC1=NC=NC2=CC(=C(C=C12)O)OC (4-chloro-6-hydroxy-7-methoxyquinazoline), OC1N(CCCC1)C(=O)OC(C)(C)C (hydroxy-1-tert-butoxycarbonylpiperidine), C1(=CC=CC=C1)P(C1=CC=CC=C1)C1=CC=CC=C1 (triphenylphosphine). Run in C(Cl)Cl (methylene chloride), C(Cl)Cl (methylene chloride). Yields the product ClC1=NC=NC2=CC(=C(C=C12)OC1CCN(CC1)C(=O)OC(C)(C)C)OC (tert-butyl 4-[(4-chloro-7-methoxyquinazolin-6-yl)oxy]piperidine-1-carboxylate). Isolated yield 97.8%. Reaction SMILES: CC(OC(/N=N/C(OC(C)(C)C)=O)=O)(C)C.[Cl:17][C:18]1[C:27]2[C:22](=[CH:23][C:24]([O:29][CH3:30])=[C:25]([OH:28])[CH:26]=2)[N:21]=[CH:20][N:19]=1.O[CH:32]1[CH2:37][CH2:36][CH2:35][CH2:34][N:33]1[C:38]([O:40][C:41]([CH3:44])([CH3:43])[CH3:42])=[O:39].C1(P(C2C=CC=CC=2)C2C=CC=CC=2)C=CC=CC=1>C(Cl)Cl>[Cl:17][C:18]1[C:27]2[C:22](=[CH:23][C:24]([O:29][CH3:30])=[C:25]([O:28][CH:36]3[CH2:35][CH2:34][N:33]([C:38]([O:40][C:41]([CH3:44])([CH3:43])[CH3:42])=[O:39])[CH2:32][CH2:37]3)[CH:26]=2)[N:21]=[CH:20][N:19]=1. Procedure: Di-tert-butylazodicarboxylate (9.22 g) in methylene chloride (20 ml) was added slowly to a stirred suspension of 4-chloro-6-hydroxy-7-methoxyquinazoline (5.63 g), 4 hydroxy-1-tert-butoxycarbonylpiperidine (8.06 g) and triphenylphosphine (10.5 g) in methylene chloride (100 ml) at 5° C. under an atmosphere of nitrogen. The reaction mixture was allowed to warm to room temperature for 16 hours. The reaction mixture was then evaporated under vacuum and adsorbed onto silica and the product was eluted ... Reactants: NC1[C@@H]2N(C(=C(CS2)COC)C(=O)O)C1=O (7-amino-3-methoxymethyl-3-cephem-4-carboxylic acid), FC(CSCC(=O)Cl)(F)F (trifluoroethylmercaptoacetyl chloride). Yields the product FC(CSCC(=O)NC1[C@@H]2N(C(=C(CS2)COC)C(=O)O)C1=O)(F)F (7-trifluoroethylmercaptoacetamido-3-methoxymethyl-3-cephem-4-carboxylic acid). Reaction SMILES: [NH2:1][CH:2]1[C:15](=[O:16])[N:4]2[C:5]([C:12]([OH:14])=[O:13])=[C:6]([CH2:9][O:10][CH3:11])[CH2:7][S:8][C@H:3]12.[F:17][C:18]([F:26])([F:25])[CH2:19][S:20][CH2:21][C:22](Cl)=[O:23]>>[F:17][C:18]([F:26])([F:25])[CH2:19][S:20][CH2:21][C:22]([NH:1][CH:2]1[C:15](=[O:16])[N:4]2[C:5]([C:12]([OH:14])=[O:13])=[C:6]([CH2:9][O:10][CH3:11])[CH2:7][S:8][C@H:3]12)=[O:23]. Procedure: Using the procedure of Example 1, 7-amino-3-methoxymethyl-3-cephem-4-carboxylic acid is acylated with trifluoroethylmercaptoacetyl chloride to give 7-trifluoroethylmercaptoacetamido-3-methoxymethyl-3-cephem-4-carboxylic acid. Starting materials: N1(C=NC=2C=NC=3C=CC=CC3C21)CCC(=O)OCC (Ethyl 3-(1H-imidazo[4,5-c]quinolin-1-yl)propanoate), C(CC)N (n-propylamine). The product is N1(C=NC=2C=NC=3C=CC=CC3C21)CCC(=O)NCCC (3-(1H-imidazo[4,5-c]quinolin-1-yl)-N-propylpropanamide). Reaction SMILES: [N:1]1([CH2:14][CH2:15][C:16]([O:18]CC)=O)[C:13]2[C:12]3[CH:11]=[CH:10][CH:9]=[CH:8][C:7]=3[N:6]=[CH:5][C:4]=2[N:3]=[CH:2]1.[CH2:21]([NH2:24])[CH2:22][CH3:23]>>[N:1]1([CH2:14][CH2:15][C:16]([NH:24][CH2:21][CH2:22][CH3:23])=[O:18])[C:13]2[C:12]3[CH:11]=[CH:10][CH:9]=[CH:8][C:7]=3[N:6]=[CH:5][C:4]=2[N:3]=[CH:2]1. Reported procedure: Ethyl 3-(1H-imidazo[4,5-c]quinolin-1-yl)propanoate (3.75 g, 13.9 mmol, prepared as described in Part A of Example 20) was treated with n-propylamine (11.4 mL, 139 mmol) according to the method described in Part B of Example 20 to provide 3.9 g of 3-(1H-imidazo[4,5-c]quinolin-1-yl)-N-propylpropanamide. Reactants: CS(=O)(=O)C=1C=CC(=NC1)N1C=NC=C1C1=CC=CC=C1 (5-(methylsulfonyl)-2-(5-phenyl-1H-imidazol-1-yl)pyridine), ClN1C(CCC1=O)=O (N-chlorosuccinimide). The reagents and catalysts are N(=NC(C#N)(C)C)C(C#N)(C)C (azo-bis-isobutyronitrile). The solvent is ClC(Cl)(Cl)Cl (tetrachloromethane). Yields the product ClC=1N=CN(C1C1=CC=CC=C1)C1=NC=C(C=C1)S(=O)(=O)C (2-(4-chloro-5-phenyl-1H-imidazol-1-yl)-5-(methylsulfonyl)pyridine). The yield is 30.0%. As a reaction SMILES: [CH3:1][S:2]([C:5]1[CH:6]=[CH:7][C:8]([N:11]2[C:15]([C:16]3[CH:21]=[CH:20][CH:19]=[CH:18][CH:17]=3)=[CH:14][N:13]=[CH:12]2)=[N:9][CH:10]=1)(=[O:4])=[O:3].[Cl:22]N1C(=O)CCC1=O>ClC(Cl)(Cl)Cl.N(C(C)(C)C#N)=NC(C)(C)C#N>[Cl:22][C:14]1[N:13]=[CH:12][N:11]([C:8]2[CH:7]=[CH:6][C:5]([S:2]([CH3:1])(=[O:3])=[O:4])=[CH:10][N:9]=2)[C:15]=1[C:16]1[CH:17]=[CH:18][CH:19]=[CH:20][CH:21]=1. Reported procedure: 5-(methylsulfonyl)-2-(5-phenyl-1H-imidazol-1-yl)pyridine (50 g), N-chlorosuccinimide (20 g) and azo-bis-isobutyronitrile (500 mg) were dissolved in 3 L tetrachloromethane to allow reflux overnight. The reaction mixture was cooled to room temperature, and the residual solvent was removed under reduced pressure. The crude product was purified by column chromatography to obtain the target compound (15 g). 1H-NMR (300 MHz, CDCl3): δ 3.12 (3H, s), 6.78 (1H, dd), 7.28 (2H, m), 7.44 (3H, m), 8.06 (1H, ... Reaction conditions: time 30 minute. Solvent: CC(=O)O (AcOH). RXN SMILES: [Cl:1][C:2]1[CH:7]=[CH:6][C:5]([C:8]2[C:13]([C:14]3[CH:19]=[CH:18][C:17]([Cl:20])=[CH:16][CH:15]=3)=[CH:12][N:11]=[N:10][C:9]=2[NH:21][NH2:22])=[CH:4][CH:3]=1.[OH2:23]>CC(O)=O>[Cl:20][C:17]1[CH:18]=[CH:19][C:14]([C:13]2[CH:12]=[N:11][N:10]3[C:2](=[O:23])[C:3]([CH2:4][CH:5]([CH3:8])[CH3:6])=[N:22][N:21]=[C:9]3[C:8]=2[C:5]2[CH:4]=[CH:3][C:2]([Cl:1])=[CH:7][CH:6]=2)=[CH:15][CH:16]=1. Product: ClC1=CC=C(C=C1)C=1C=NN2C(=NN=C(C2=O)CC(C)C)C1C1=CC=C(C=C1)Cl (8,9-Bis-(4-chloro-phenyl)-3-isobutyl-pyridazino[6,1-c][1,2,4]triazin-4-one), 9-bis-(4-chloro-phenyl)-3-isobutyl-pyridazino[6,1-c][1,2,4]triazin-4-one. Reported procedure: To a solution of 1-(4,5-bis(4-chlorophenyl)pyridazin-3-yl)hydrazine (50.0 mg, 0.15 mmol) in AcOH (1 mL) was added (CH3)2CH2COCO2H (40.0 mg, 0.3 mmol). The solution was stirred at RT for 30 min then was heated at 120° C. for 5 h. The reaction mixture was cooled to RT and then poured into water (20 mL). The resultant solution was extracted with EtOAc (20 mL). The organic laer was dried over Na2SO4, filered and concentrate to give the a brown solid. The solid was purified by reverse phase preparati... Reactants: ClC1=CC=C(C=C1)C1=C(N=NC=C1C1=CC=C(C=C1)Cl)NN (1-(4,5-bis(4-chlorophenyl)pyridazin-3-yl)hydrazine), (CH3)2CH2COCO2H, O (water).